This data is from the Open Reaction Database (ORD), a public repository of structured organic reaction records. The task is: describe an organic reaction: reactants, conditions, products, and yield The reactants are ClC=1C=C(C(=C(C1)C=1C=CC2=C(SCC2NC(=O)C2(CC2)N)C1)C=1N=NN(N1)C)F (1-Amino-cyclopropanecarboxylic acid{(rac)-6-[5-chloro-3-fluoro-2-(2-methyl-2H-tetrazol-5-yl)-phenyl]-2,3-dihydro-benzo[b]thiophen-3-yl}-amide), O1N=CC=C1C(=O)O (isoxazole-5-carboxylic acid). The product is ClC=1C=C(C(=C(C1)C=1C=CC2=C(SCC2NC(=O)C2(CC2)NC(=O)C2=CC=NO2)C1)C=1N=NN(N1)C)F (Isoxazole-5-carboxylic acid(1-{(rac)-6-[5-chloro-3-fluoro-2-(2-methyl-2H-tetrazol-5-yl)-phenyl]-2,3-dihydro-benzo[b]thiophen-3-ylcarbamoyl}-cyclopropyl)-amide). Reaction SMILES: [Cl:1][C:2]1[CH:3]=[C:4]([F:30])[C:5]([C:24]2[N:25]=[N:26][N:27]([CH3:29])[N:28]=2)=[C:6]([C:8]2[CH:9]=[CH:10][C:11]3[CH:15]([NH:16][C:17]([C:19]4([NH2:22])[CH2:21][CH2:20]4)=[O:18])[CH2:14][S:13][C:12]=3[CH:23]=2)[CH:7]=1.[O:31]1[C:35]([C:36](O)=[O:37])=[CH:34][CH:33]=[N:32]1>>[Cl:1][C:2]1[CH:3]=[C:4]([F:30])[C:5]([C:24]2[N:25]=[N:26][N:27]([CH3:29])[N:28]=2)=[C:6]([C:8]2[CH:9]=[CH:10][C:11]3[CH:15]([NH:16][C:17]([C:19]4([NH:22][C:36]([C:35]5[O:31][N:32]=[CH:33][CH:34]=5)=[O:37])[CH2:21][CH2:20]4)=[O:18])[CH2:14][S:13][C:12]=3[CH:23]=2)[CH:7]=1. Procedure details: In analogy to the procedure described for the preparation of intermediate A-1 [B], 1-amino-cyclopropanecarboxylic acid{(rac)-6-[5-chloro-3-fluoro-2-(2-methyl-2H-tetrazol-5-yl)-phenyl]-2,3-dihydro-benzo[b]thiophen-3-yl}-amide (example 61) has been coupled with isoxazole-5-carboxylic acid to yield the title compound as light yellow oil. MS: 540.1 (MH+, 1Cl).